Dataset: the Open Reaction Database (ORD), a public repository of structured organic reaction records. Task: describe an organic reaction: reactants, conditions, products, and yield The reactants are [Al+3], [BH4-], CC(C)(C)c1cc([PH](=O)c2cc(C(C)(C)C)cc(C(C)(C)C)c2)cc(C(C)(C)C)c1, C1CCOC1, Cc1ccccc1, [Ce+3], [Cl-], [Cl-], [Cl-], [H-], [H-], [H-], [H-], [Li+], [Na+], O. Yields the product B, CC(C)(C)c1cc(Pc2cc(C(C)(C)C)cc(C(C)(C)C)c2)cc(C(C)(C)C)c1. RXN SMILES: [Al+3:38].[BH4-:5].[C:7]([CH3:8])([CH3:9])([CH3:10])[c:11]1[cH:12][c:13]([PH:21]([c:22]2[cH:23][c:24]([C:32]([CH3:33])([CH3:34])[CH3:35])[cH:25][c:26]([C:28]([CH3:29])([CH3:30])[CH3:31])[cH:27]2)=[O:36])[cH:14][c:15]([C:17]([CH3:18])([CH3:19])[CH3:20])[cH:16]1.[CH2:43]1[O:44][CH2:45][CH2:46][CH2:47]1.[CH3:49][c:50]1[cH:51][cH:52][cH:53][cH:54][cH:55]1.[Ce+3:2].[Cl-:1].[Cl-:3].[Cl-:4].[H-:37].[H-:40].[H-:41].[H-:42].[Li+:39].[Na+:6].[OH2:48]>>[BH3:5].[C:7]([CH3:8])([CH3:9])([CH3:10])[c:11]1[cH:12][c:13]([PH:21][c:22]2[cH:23][c:24]([C:32]([CH3:33])([CH3:34])[CH3:35])[cH:25][c:26]([C:28]([CH3:29])([CH3:30])[CH3:31])[cH:27]2)[cH:14][c:15]([C:17]([CH3:18])([CH3:19])[CH3:20])[cH:16]1. Starting materials: Cl (hydrogen chloride), product, ClC1=NC(=NC=C1C1=CC(=NC=C1)C)N1C[C@H](O[C@H](C1)C)C (cis-4-[4-chloro-5-(2-methyl-4-pyridinyl)-2-pyrimidinyl]-2,6-dimethylmorpholine), [Cl-].[NH4+] (ammonium chloride), C(C(C)C)[Mg]Cl (isobutyl magnesium chloride). Reagents/catalysts: [Cu]I (copper (I) iodide). Solvent: CO (methanol), ClCCl (dichloromethane), O1CCCC1 (tetrahydrofuran). Reaction conditions: temperature 0 celsius. Yields the product Cl.C[C@@H]1CN(C[C@@H](O1)C)C1=NC=C(C(=N1)CC(C)C)C1=CC(=NC=C1)C (cis-2,6-Dimethyl-4-[4-(2-methylpropyl)-5-(2-methyl-4-pyridinyl)-2-pyrimidinyl]morpholine hydrochloride). Isolated yield 40.6%. As a reaction SMILES: [Cl:1][C:2]1[C:7]([C:8]2[CH:13]=[CH:12][N:11]=[C:10]([CH3:14])[CH:9]=2)=[CH:6][N:5]=[C:4]([N:15]2[CH2:20][C@H:19]([CH3:21])[O:18][C@H:17]([CH3:22])[CH2:16]2)[N:3]=1.[CH2:23]([Mg]Cl)[CH:24]([CH3:26])[CH3:25].[Cl-].[NH4+].Cl>O1CCCC1.ClCCl.[Cu]I.CO>[ClH:1].[CH3:22][C@H:17]1[O:18][C@@H:19]([CH3:21])[CH2:20][N:15]([C:4]2[N:3]=[C:2]([CH2:23][CH:24]([CH3:26])[CH3:25])[C:7]([C:8]3[CH:13]=[CH:12][N:11]=[C:10]([CH3:14])[CH:9]=3)=[CH:6][N:5]=2)[CH2:16]1 |f:2.3,9.10|. Procedure details: A mixture of cis-4-[4-chloro-5-(2-methyl-4-pyridinyl)-2-pyrimidinyl]-2,6-dimethylmorpholine (100 mg, 0.314 mmol) and copper (I) iodide (11.95 mg, 0.063 mmol) in tetrahydrofuran (1 ml) was stirred at 0° C. under argon and isobutyl magnesium chloride (2M solution in tetrahydrofuran) (0.314 ml, 0.627 mmol) was added dropwise. The reaction mixture was stirred at 0° C. for 90 minutes. Saturated ammonium chloride solution was added and the mixture was extracted with ethyl acetate. The organic extract ... The reactants are C(C)C(CN1C=2C=CC(=CC2C=2C3=C(C=CC12)C=C(C=C3)C(C3=C(C=C(C=C3C)C)C)=O)C(=O)C3=C(C=CC=C3)C)CCCC ([7-(2-ethyl-hexyl)-3-(2,4,6-trimethylbenzoyl)-7H-benzo[c]carbazole-10-yl]-o-tolyl-methanone), [Cl-].O[NH3+] (hydroxylammonium chloride), O (water). The solvent is N1=CC=CC=C1 (pyridine). Reaction conditions: temperature 130 celsius, time 6 hour. Yields the product C(C)C(CN1C=2C=CC(=CC2C=2C3=C(C=CC12)C=C(C=C3)C(C3=C(C=C(C=C3C)C)C)=O)C(=NO)C3=C(C=CC=C3)C)CCCC ([7-(2-ethyl-hexyl)-3-(2,4,6-trimethylbenzoyl)-7H-benzo[c]carbazole-10-yl]-o-tolyl-methanone oxime), solid. Yield: 90.0%. As a reaction SMILES: [CH2:1]([CH:3]([CH2:42][CH2:43][CH2:44][CH3:45])[CH2:4][N:5]1[C:17]2[CH:16]=[CH:15][C:14]3[CH:18]=[C:19]([C:22](=O)[C:23]4[C:28]([CH3:29])=[CH:27][C:26]([CH3:30])=[CH:25][C:24]=4[CH3:31])[CH:20]=[CH:21][C:13]=3[C:12]=2[C:11]2[CH:10]=[C:9]([C:33]([C:35]3[CH:40]=[CH:39][CH:38]=[CH:37][C:36]=3[CH3:41])=O)[CH:8]=[CH:7][C:6]1=2)[CH3:2].[Cl-].[OH:47][NH3+:48].[OH2:49]>N1C=CC=CC=1>[CH2:1]([CH:3]([CH2:42][CH2:43][CH2:44][CH3:45])[CH2:4][N:5]1[C:17]2[CH:16]=[CH:15][C:14]3[CH:18]=[C:19]([C:22](=[O:49])[C:23]4[C:28]([CH3:29])=[CH:27][C:26]([CH3:30])=[CH:25][C:24]=4[CH3:31])[CH:20]=[CH:21][C:13]=3[C:12]=2[C:11]2[CH:10]=[C:9]([C:33]([C:35]3[CH:40]=[CH:39][CH:38]=[CH:37][C:36]=3[CH3:41])=[N:48][OH:47])[CH:8]=[CH:7][C:6]1=2)[CH3:2] |f:1.2|. Procedure details: To [7-(2-ethyl-hexyl)-3-(2,4,6-trimethylbenzoyl)-7H-benzo[c]carbazole-10-yl]-o-tolyl-methanone (0.25 g, 0.42 mmol) in pyridine (2 ml) is added hydroxylammonium chloride (59 mg, 0.84 mmol). The mixture is heated at 130° C., and then it is stirred for 6 hours. After the reaction mixture is cooled to room temperature, it is poured into water, and then the crude product is extracted with CH2Cl2 and washed with water and brine. After drying over MgSO4 and concentration, the desired product is obtaine... Starting materials: N1(CCCCC1)CC=1C=C(OCCCNC(=O)NN)C=CC1 (N-[3-[3-(1-piperidinylmethyl)phenoxy]propyl]-hydrazine carboxamide), C1(CCCCC1)N=C=O (cyclohexyl isocyanate). Yields the product C1(CCCCC1)NC(=O)NNC(=O)NCCCOC1=CC(=CC=C1)CN1CCCCC1 (N-Cyclohexyl-N'-[3-[3-(1-piperidinylmethyl)phenoxy]propyl]1,2-hydrazine dicarboxamide). As a reaction SMILES: [N:1]1([CH2:7][C:8]2[CH:9]=[C:10]([CH:20]=[CH:21][CH:22]=2)[O:11][CH2:12][CH2:13][CH2:14][NH:15][C:16]([NH:18][NH2:19])=[O:17])[CH2:6][CH2:5][CH2:4][CH2:3][CH2:2]1.[CH:23]1([N:29]=[C:30]=[O:31])[CH2:28][CH2:27][CH2:26][CH2:25][CH2:24]1>>[CH:23]1([NH:29][C:30]([NH:19][NH:18][C:16]([NH:15][CH2:14][CH2:13][CH2:12][O:11][C:10]2[CH:20]=[CH:21][CH:22]=[C:8]([CH2:7][N:1]3[CH2:6][CH2:5][CH2:4][CH2:3][CH2:2]3)[CH:9]=2)=[O:17])=[O:31])[CH2:28][CH2:27][CH2:26][CH2:25][CH2:24]1. Procedure: The compound is prepared by a method analogous to that of Example 20 from N-[3-[3-(1-piperidinylmethyl)phenoxy]propyl]-hydrazine carboxamide and cyclohexyl isocyanate. The analytical values are summarized in Table I. Reactants: COC=1C=C(C=CC1OC)CCN (2-(3,4-dimethoxyphenyl)ethylamine), N1=C(Cl)N=C(Cl)N=C1Cl (Cyanuric chloride), O1CCOCC1 (dioxane), [OH-].[Na+] (Sodium hydroxide). Yields the product ClC1=NC(=NC(=N1)NCCC1=CC(=C(C=C1)OC)OC)NCCC1=CC(=C(C=C1)OC)OC (2-Chloro-4,6-bis (2-[3,4-dimethoxyphenyl]ethylamino)-1,3,5-triazine). As a reaction SMILES: [N:1]1[C:8](Cl)=[N:7][C:5](Cl)=[N:4][C:2]=1[Cl:3].[CH3:10][O:11][C:12]1[CH:13]=[C:14]([CH2:20][CH2:21][NH2:22])[CH:15]=[CH:16][C:17]=1[O:18][CH3:19].[OH-].[Na+].[O:25]1[CH2:30][CH2:29][O:28][CH2:27][CH2:26]1>>[Cl:3][C:2]1[N:1]=[C:8]([NH:22][CH2:21][CH2:20][C:14]2[CH:15]=[CH:16][C:17]([O:18][CH3:19])=[C:12]([O:11][CH3:10])[CH:13]=2)[N:7]=[C:5]([NH:22][CH2:21][CH2:20][C:14]2[CH:13]=[CH:12][C:29]([O:28][CH3:27])=[C:30]([O:25][CH3:26])[CH:15]=2)[N:4]=1 |f:2.3|. Procedure: Cyanuric chloride (2.0 g, 10.85 mM) was dispersed in dioxane (80 mL) with stirring and 2-(3,4-dimethoxyphenyl)ethylamine (3.93 g, 21.68 mM) was introduced dropwise over 2 minutes. Sodium hydroxide (1N, 24 mL) was added dropwise over 5 minutes then the whole was brought to reflux for 18 hours. Cooling to ambient temperature caused a white solid to precipitate. Diethyl ether (100 mL) was introduced to fully precipitate the product which was filtered, rinsed with diethyl ether and dried. 5.05 g, (9... The reactants are O=C(CC(=O)OC)CCCC (methyl 3-oxoheptanoate), [H-].[Na+] (sodium hydride), BrCC1=C(C=C(C=C1)C=1C(=CC=CC1)C#N)F (4′-(bromomethyl)-3′-fluorobiphenyl-2-carbonitrile), [Cl-].[NH4+] (Ammonium chloride). Run in O1CCCC1 (tetrahydrofuran), O1CCCC1 (tetrahydrofuran), O (water). Conditions: time 1 hour. Yields the product C(#N)C1=C(C=CC=C1)C1=CC(=C(C=C1)CC(C(=O)OC)C(CCCC)=O)F (methyl 2-[(2′-cyano-3-fluorobiphenyl-4-yl)methyl]-3-oxoheptanoate). RXN SMILES: [O:1]=[C:2]([CH2:8][CH2:9][CH2:10][CH3:11])[CH2:3][C:4]([O:6][CH3:7])=[O:5].[H-].[Na+].Br[CH2:15][C:16]1[CH:21]=[CH:20][C:19]([C:22]2[C:23]([C:28]#[N:29])=[CH:24][CH:25]=[CH:26][CH:27]=2)=[CH:18][C:17]=1[F:30].[Cl-].[NH4+]>O1CCCC1.O>[C:28]([C:23]1[CH:24]=[CH:25][CH:26]=[CH:27][C:22]=1[C:19]1[CH:20]=[CH:21][C:16]([CH2:15][CH:3]([C:2](=[O:1])[CH2:8][CH2:9][CH2:10][CH3:11])[C:4]([O:6][CH3:7])=[O:5])=[C:17]([F:30])[CH:18]=1)#[N:29] |f:1.2,4.5|. Procedure details: To a solution of methyl 3-oxoheptanoate (10.9 g) in tetrahydrofuran (100 mL) was added 60% sodium hydride (2.07 g), and the mixture was stirred for 1 hr. A solution of 4′-(bromomethyl)-3′-fluorobiphenyl-2-carbonitrile (10.0 g) in tetrahydrofuran (50 mL) was added, and the mixture was stirred for 15 hr. Ammonium chloride and water were added to the reaction mixture, and the mixture was extracted with ethyl acetate. The organic layer was washed with saturated brine and dried over anhydrous magnesi... Reactants: Fc1nc(F)c(F)c(F)c1F, Nc1ccc([N+](=O)[O-])cc1C(F)(F)F, CN(C)C=O, O. The product is O=[N+]([O-])c1ccc(Nc2c(F)c(F)nc(F)c2F)c(C(F)(F)F)c1. As a reaction SMILES: [F:20][c:21]1[c:22]([F:30])[c:23]([F:29])[c:24]([F:28])[c:25]([F:27])[n:26]1.[N+:1](=[O:2])([O-:3])[c:4]1[cH:5][c:6]([C:11]([F:12])([F:13])[F:14])[c:7]([NH2:8])[cH:9][cH:10]1.[O:15]=[CH:16][N:17]([CH3:18])[CH3:19].[OH2:31]>>[N+:1](=[O:2])([O-:3])[c:4]1[cH:5][c:6]([C:11]([F:12])([F:13])[F:14])[c:7]([NH:8][c:23]2[c:22]([F:30])[c:21]([F:20])[n:26][c:25]([F:27])[c:24]2[F:28])[cH:9][cH:10]1. Starting materials: CS(C)=O, CCCCCC, CC#N, ClCCl, NCc1cccnc1, O=C(c1ccc2n1Cc1ccccc1N(Cc1ccc(-c3ccccc3)cc1)C2)C(Cl)(Cl)Cl. The product is O=C(NCc1cccnc1)c1ccc2n1Cc1ccccc1N(Cc1ccc(-c3ccccc3)cc1)C2. As a reaction SMILES: [CH3:34][S:35](=[O:36])[CH3:37].[CH3:46][CH2:47][CH2:48][CH2:49][CH2:50][CH3:51].[CH3:55][C:56]#[N:57].[Cl:52][CH2:53][Cl:54].[NH2:38][CH2:39][c:40]1[cH:41][n:42][cH:43][cH:44][cH:45]1.[c:1]1(-[c:28]2[cH:29][cH:30][cH:31][cH:32][cH:33]2)[cH:2][cH:3][c:4]([CH2:7][N:8]2[CH2:9][c:10]3[n:11]([c:19]([C:22]([C:23]([Cl:24])([Cl:25])[Cl:26])=[O:27])[cH:20][cH:21]3)[CH2:12][c:13]3[c:14]2[cH:15][cH:16][cH:17][cH:18]3)[cH:5][cH:6]1>>[c:1]1(-[c:28]2[cH:29][cH:30][cH:31][cH:32][cH:33]2)[cH:2][cH:3][c:4]([CH2:7][N:8]2[CH2:9][c:10]3[n:11]([c:19]([C:22](=[O:27])[NH:38][CH2:39][c:40]4[cH:41][n:42][cH:43][cH:44][cH:45]4)[cH:20][cH:21]3)[CH2:12][c:13]3[c:14]2[cH:15][cH:16][cH:17][cH:18]3)[cH:5][cH:6]1. Reactants: [BH4-], CCOC(=O)C1CC2(CC2)CC1C(=O)O, CN1CCOCC1, CO, CC(C)COC(=O)Cl, [Na+]. Product: CCOC(=O)C1CC2(CC2)CC1CO. Reaction SMILES: [BH4-:31].[CH2:1]([CH3:2])[O:3][C:4](=[O:5])[CH:6]1[CH:7]([C:13](=[O:14])[OH:15])[CH2:8][C:9]2([CH2:10][CH2:11]2)[CH2:12]1.[CH3:16][N:17]1[CH2:18][CH2:19][O:20][CH2:21][CH2:22]1.[CH3:33][OH:34].[Cl:23][C:24]([O:25][CH2:26][CH:27]([CH3:28])[CH3:29])=[O:30].[Na+:32]>>[CH2:1]([CH3:2])[O:3][C:4](=[O:5])[CH:6]1[CH:7]([CH2:13][OH:14])[CH2:8][C:9]2([CH2:10][CH2:11]2)[CH2:12]1. Reactants: O=C([O-])O, CC(C)COC(=O)Cl, Cl, [Na+], C1CCOC1, Cc1c(NC(=O)C(CS)Cc2ccccc2)cccc1C(=O)O. Product: Cc1c(NC(=O)C(CSC(=O)OCC(C)C)Cc2ccccc2)cccc1C(=O)O. RXN SMILES: [C:33](=[O:34])([O-:35])[OH:36].[Cl:24][C:25](=[O:26])[O:27][CH2:28][CH:29]([CH3:30])[CH3:31].[ClH:32].[Na+:37].[O:38]1[CH2:39][CH2:40][CH2:41][CH2:42]1.[SH:1][CH2:2][CH:3]([C:4](=[O:5])[NH:6][c:7]1[c:8]([CH3:16])[c:9]([C:10](=[O:11])[OH:12])[cH:13][cH:14][cH:15]1)[CH2:17][c:18]1[cH:19][cH:20][cH:21][cH:22][cH:23]1>>[S:1]([CH2:2][CH:3]([C:4](=[O:5])[NH:6][c:7]1[c:8]([CH3:16])[c:9]([C:10](=[O:11])[OH:12])[cH:13][cH:14][cH:15]1)[CH2:17][c:18]1[cH:19][cH:20][cH:21][cH:22][cH:23]1)[C:25](=[O:26])[O:27][CH2:28][CH:29]([CH3:30])[CH3:31].